Dataset: the Open Reaction Database (ORD), a public repository of structured organic reaction records. Task: describe an organic reaction: reactants, conditions, products, and yield Starting materials: Cl (HCl), C=1C=CC(=CC1)CNC(=O)CC=2C=CC(=CN2)C=3C=CC(=CC3)OCCN4CCOCC4 (KX2-391), CCOC(=O)C (EtOAc), CCCCCCC (heptane). Solvent: CCO (EtOH), CCO (EtOH), CCO (EtOH). Reaction conditions: time 20 minute. Product: [Cl-].C(C1=CC=CC=C1)NC(CC1=CC=C(C=[NH+]1)C1=CC=C(OCC[NH+]2CCOCC2)C=C1)=O.[Cl-] (4-(2-(4-(6-(2-(benzylamino)-2-oxoethyl)pyridinium-3-yl)phenoxy)ethyl)-morpholin-4-ium chloride). Isolated yield 97.0%. RXN SMILES: [CH:1]1[CH:2]=[CH:3][C:4]([CH2:7][NH:8][C:9]([CH2:11][C:12]2[CH:13]=[CH:14][C:15]([C:18]3[CH:19]=[CH:20][C:21]([O:24][CH2:25][CH2:26][N:27]4[CH2:32][CH2:31][O:30][CH2:29][CH2:28]4)=[CH:22][CH:23]=3)=[CH:16][N:17]=2)=[O:10])=[CH:5][CH:6]=1.[ClH:33].CCOC(C)=O.CCCCCCC>CCO>[Cl-:33].[CH2:7]([NH:8][C:9](=[O:10])[CH2:11][C:12]1[NH+:17]=[CH:16][C:15]([C:18]2[CH:23]=[CH:22][C:21]([O:24][CH2:25][CH2:26][NH+:27]3[CH2:32][CH2:31][O:30][CH2:29][CH2:28]3)=[CH:20][CH:19]=2)=[CH:14][CH:13]=1)[C:4]1[CH:3]=[CH:2][CH:1]=[CH:6][CH:5]=1.[Cl-:33] |f:5.6.7|. Procedure: To a stirred suspension of KX2-391 (free base, 60.00 g) in absolute EtOH (600 mL) was added 170 mL of 2.5 M HCl (in ethanol), 25 mL EtOH being added to wash down the sides of the flask. The resulting homogeneous solution was stirred at room temperature (20 min) and then evaporated to near dryness (to frothing). After chasing with EtOH (2×150 mL), the residue was taken up again in EtOH (150 mL) and then was followed by the slow addition of heptane until the mixture appeared saturated (33 mL requi... Reactants: C(CCC)N (butylamine), CN=C=O (methyl isocyanate). Run in ClCCl (dichloromethane). Conditions: time 8 hour. Product: CNC(=O)NCCCC (N-Methyl-N'-Butyl Urea). As a reaction SMILES: [CH2:1]([NH2:5])[CH2:2][CH2:3][CH3:4].[CH3:6][N:7]=[C:8]=[O:9]>ClCCl>[CH3:6][NH:7][C:8]([NH:5][CH2:1][CH2:2][CH2:3][CH3:4])=[O:9]. Reported procedure: 280.32 Grams (3.84 moles) of butylamine and 300 ml of dichloromethane were charged to a round bottom flask equipped with stirrer, cold bath, thermometer, addition funnel and reflux condenser. 229.8 Grams (4.03 Moles, a 5% excess) of methyl isocyanate were charged to the addition funnel and added to the flask contents over four hours keeping the contents between 0° and 35° C. After an additional hour of stirring the exothermic reaction subsided and the mixture was allowed to stand overnight. Run in CN(C)C=O (DMF). Reactants: C(=O)(O)[O-].[Na+] (NaHCO3), [H-].[Na+] (NaH), C(C1=CC=CC=C1)OC1=CC=C(C=C1)N1C(NC=2C1=NC=CC2C(F)(F)F)=O (3-[4-(benzyloxy)phenyl]-7-(trifluoromethyl)-1,3-dihydro-2H-imidazo[4,5-b]pyridin-2-one), ICC (iodoethane). The product is C(C1=CC=CC=C1)OC1=CC=C(C=C1)N1C(N(C=2C1=NC=CC2C(F)(F)F)CC)=O (3-[4-(benzyloxy)phenyl]-1-ethyl-7-(trifluoromethyl)-1,3-dihydro-2H-imidazo[4,5-b]pyridin-2-one). Procedure: To a mixture of NaH (40.9 mg), 3-[4-(benzyloxy)phenyl]-7-(trifluoromethyl)-1,3-dihydro-2H-imidazo[4,5-b]pyridin-2-one (197 mg) in DMF (dry) (3 mL) was added iodoethane (0.082 mL), and the mixture was stirred at room temperature for 3 h. To the mixture was added sat. NaHCO3 aq. and the mixture was extracted with EtOAc. The organic layer was separated, washed with brine, dried over Na2SO4 and concentrated in vacuo to give the title compound (197 mg). Reaction SMILES: [H-].[Na+].[CH2:3]([O:10][C:11]1[CH:16]=[CH:15][C:14]([N:17]2[C:21]3=[N:22][CH:23]=[CH:24][C:25]([C:26]([F:29])([F:28])[F:27])=[C:20]3[NH:19][C:18]2=[O:30])=[CH:13][CH:12]=1)[C:4]1[CH:9]=[CH:8][CH:7]=[CH:6][CH:5]=1.I[CH2:32][CH3:33].C([O-])(O)=O.[Na+]>CN(C=O)C>[CH2:3]([O:10][C:11]1[CH:12]=[CH:13][C:14]([N:17]2[C:21]3=[N:22][CH:23]=[CH:24][C:25]([C:26]([F:29])([F:28])[F:27])=[C:20]3[N:19]([CH2:32][CH3:33])[C:18]2=[O:30])=[CH:15][CH:16]=1)[C:4]1[CH:5]=[CH:6][CH:7]=[CH:8][CH:9]=1 |f:0.1,4.5|. Reaction conditions: time 3 hour. Reactants: CC1=CC=C(C(=O)O)C=C1 (4-Methylbenzoic acid), C(=O)(N1C=NC=C1)N1C=NC=C1 (1,1′-carbonyldiimidazole), N[C@@H]1COC2=C(C1)C(=CC=C2C)N2C(CNCC2)C ((S)-3-amino-8-methyl-5-(methylpiperazin-1-yl)-3,4-dihydro-2H-1-benzopyran). The solvent is CN(C=O)C (N,N-dimethylformamide), CN(C=O)C (N,N-dimethylformamide). Run at temperature 75 celsius, time 1 hour. The product is CC1=CC=C(C=2C[C@@H](COC21)NC(C2=CC=C(C=C2)C)=O)N2CCN(CC2)C ((S)-N-[8-Methyl-5-(4-methylpiperazin-1-yl)-3,4-dihydro-2H-1-benzopyran-3-yl]-4-methylbenzamide). Yield: 40.4%. As a reaction SMILES: [CH3:1][C:2]1[CH:10]=[CH:9][C:5]([C:6]([OH:8])=O)=[CH:4][CH:3]=1.[C:11](N1C=CN=C1)(N1C=CN=C1)=O.[NH2:23][C@H:24]1[CH2:29][C:28]2[C:30]([N:35]3[CH2:40][CH2:39][NH:38][CH2:37][CH:36]3C)=[CH:31][CH:32]=[C:33]([CH3:34])[C:27]=2[O:26][CH2:25]1>CN(C)C=O>[CH3:34][C:33]1[C:27]2[O:26][CH2:25][C@@H:24]([NH:23][C:6](=[O:8])[C:5]3[CH:4]=[CH:3][C:2]([CH3:1])=[CH:10][CH:9]=3)[CH2:29][C:28]=2[C:30]([N:35]2[CH2:40][CH2:39][N:38]([CH3:11])[CH2:37][CH2:36]2)=[CH:31][CH:32]=1. Procedure: 4-Methylbenzoic acid (22 mg, 0.16 mmol) and 1,1′-carbonyldiimidazole (27 mg, 0.17 mmol) were dissolved in dry N,N-dimethylformamide (2 mL) and stirred at 75° C. for 1 h. The reaction mixture was cooled to room temperature and a solution of (S)-3-amino-8-methyl-5-(methylpiperazin-1-yl)-3,4-dihydro-2H-1-benzopyran (40 mg, 0.15 mmol) dissolved in dry N,N-dimethylformamide (4 mL) was added. The reaction mixture was stirred at room temperature for 4 days and the solvent was evaporated in vactio. The ... Starting materials: C1(=CC=CC=C1)B(O)O (phenylboronic acid), ClC1=NN=C(C=2CCCCC12)Cl (1,4-dichloro-5,6,7,8-tetrahydrophthalazine), O1CCOCC1 (dioxane), C([O-])([O-])=O.[Na+].[Na+] (Sodium carbonate). Reagents/catalysts: C1=CC=C(C=C1)P([C-]2C=CC=C2)C3=CC=CC=C3.C1=CC=C(C=C1)P([C-]2C=CC=C2)C3=CC=CC=C3.Cl[Pd]Cl.[Fe+2] (1,1′-bis(diphenylphosphino)ferrocene-palladium dichloride). The solvent is ClCCl (dichloromethane), CCOC(=O)C (EtOAc), O (water), [Cl-].[Na+].O (brine). Run at temperature 80 celsius, time 30 minute. The product is ClC1=NN=C(C=2CCCCC12)C1=CC=CC=C1 (1-chloro-4-phenyl-5,6,7,8-tetrahydrophthalazine). As a reaction SMILES: [C:1]1(B(O)O)[CH:6]=[CH:5][CH:4]=[CH:3][CH:2]=1.[Cl:10][C:11]1[C:20]2[CH2:19][CH2:18][CH2:17][CH2:16][C:15]=2[C:14](Cl)=[N:13][N:12]=1.O1CCOCC1.C(=O)([O-])[O-].[Na+].[Na+]>CCOC(C)=O.O.[Cl-].[Na+].O.ClCCl.C1C=CC(P(C2C=CC=CC=2)[C-]2C=CC=C2)=CC=1.C1C=CC(P(C2C=CC=CC=2)[C-]2C=CC=C2)=CC=1.Cl[Pd]Cl.[Fe+2]>[Cl:10][C:11]1[C:1]2[CH2:6][CH2:5][CH2:4][CH2:3][C:2]=2[C:14]([C:15]2[CH:16]=[CH:17][CH:18]=[CH:19][CH:20]=2)=[N:13][N:12]=1 |f:3.4.5,8.9.10,12.13.14.15|. Reported procedure: 1,1′-bis(diphenylphosphino)ferrocene-palladium dichloride (0.270 g, 0.369 mmol), phenylboronic acid (0.900 g, 7.38 mmol) and 1,4-dichloro-5,6,7,8-tetrahydrophthalazine (2.25 g, 11.1 mmol) were combined in a 150 mL sealable vessel under argon. 15 mL dioxane and 2.0 M Sodium carbonate, aqueous (7.38 ml, 14.8 mmol) were added. The vessel was sealed and heated to 80° C. to give a homogenous brown reaction. After 30 min, the reaction was cooled to ambient temperature and was diluted with EtOAc, water... The reactants are C(C)OC(=O)C1=C(OC2=CC3=C(NC(=N3)C3=NC=CC=C3)C=C2OC2=CC=C(C=C2)S(=O)(=O)C)C=CC=C1 (5-(2-Ethoxycarbonyl-phenoxy)-6-(4-methanesulfonyl-phenoxy)-2-pyridin-2-yl-1H-benzimidazole), Cl.N1[C@H](C(=O)N)CCC1 (L-prolinamide hydrochloride). Yields the product CS(=O)(=O)C1=CC=C(OC=2C(=CC3=C(N=C(N3)C3=NC=CC=C3)C2)N2[C@@H](CCC2)C(=O)N)C=C1 ((2S)-1-(6-(4-methanesulfonyl-phenoxy)-2-pyridin-2-yl-3H-benzimidazol-5-yl)-pyrrolidine-2-carboxamide). Reaction SMILES: C(OC(C1C=CC=CC=1O[C:9]1[C:23]([O:24][C:25]2[CH:30]=[CH:29][C:28]([S:31]([CH3:34])(=[O:33])=[O:32])=[CH:27][CH:26]=2)=[CH:22][C:12]2[NH:13][C:14]([C:16]3[CH:21]=[CH:20][CH:19]=[CH:18][N:17]=3)=[N:15][C:11]=2[CH:10]=1)=O)C.Cl.[NH:40]1[CH2:47][CH2:46][CH2:45][C@H:41]1[C:42]([NH2:44])=[O:43]>>[CH3:34][S:31]([C:28]1[CH:29]=[CH:30][C:25]([O:24][C:23]2[C:9]([N:40]3[CH2:47][CH2:46][CH2:45][C@H:41]3[C:42]([NH2:44])=[O:43])=[CH:10][C:11]3[NH:15][C:14]([C:16]4[CH:21]=[CH:20][CH:19]=[CH:18][N:17]=4)=[N:13][C:12]=3[CH:22]=2)=[CH:26][CH:27]=1)(=[O:32])=[O:33] |f:1.2|. Procedure: The entitled compound was obtained as a pale yellow solid in the same method as in Example 15 or in accordance with the method or by combining it with an ordinary method but using 5-fluoro-4-(4-methanesulfonyl-phenoxy)-2-nitro-phenylamine obtained in Example 14, and L-prolinamide hydrochloride.